This data is from the Open Reaction Database (ORD), a public repository of structured organic reaction records. The task is: describe an organic reaction: reactants, conditions, products, and yield The product is C[Si](CCOCN(C1=C(C(=NC=2N1N=CC2C=2C=NC(=CC2)C2=CC=CC=C2)OC2CCN(CC2)C(=O)OC(C)(C)C)Br)COCC[Si](C)(C)C)(C)C (tert-butyl 4-(7-(bis((2-(trimethylsilyl)ethoxy)methyl)amino)-6-bromo-3-(6-phenylpyridin-3-yl)pyrazolo[1,5-a]pyrimidin-5-yloxy)piperidine-1-carboxylate). Starting materials: C1CC(=O)N(C1=O)Br (NBS), C[Si](CCOCN(C1=CC(=NC=2N1N=CC2C=2C=NC(=CC2)C2=CC=CC=C2)OC2CCN(CC2)C(=O)OC(C)(C)C)COCC[Si](C)(C)C)(C)C (tert-butyl 4-(7-(bis((2-(trimethylsilyl)ethoxy)methyl)amino)-3-(6-phenylpyridin-3-yl)pyrazolo[1,5-a]pyrimidin-5-yloxy)piperidine-1-carboxylate). RXN SMILES: C1C(=O)N([Br:8])C(=O)C1.[CH3:9][Si:10]([CH3:60])([CH3:59])[CH2:11][CH2:12][O:13][CH2:14][N:15]([CH2:51][O:52][CH2:53][CH2:54][Si:55]([CH3:58])([CH3:57])[CH3:56])[C:16]1[N:21]2[N:22]=[CH:23][C:24]([C:25]3[CH:26]=[N:27][C:28]([C:31]4[CH:36]=[CH:35][CH:34]=[CH:33][CH:32]=4)=[CH:29][CH:30]=3)=[C:20]2[N:19]=[C:18]([O:37][CH:38]2[CH2:43][CH2:42][N:41]([C:44]([O:46][C:47]([CH3:50])([CH3:49])[CH3:48])=[O:45])[CH2:40][CH2:39]2)[CH:17]=1>CC#N>[CH3:58][Si:55]([CH3:57])([CH3:56])[CH2:54][CH2:53][O:52][CH2:51][N:15]([CH2:14][O:13][CH2:12][CH2:11][Si:10]([CH3:9])([CH3:59])[CH3:60])[C:16]1[N:21]2[N:22]=[CH:23][C:24]([C:25]3[CH:26]=[N:27][C:28]([C:31]4[CH:36]=[CH:35][CH:34]=[CH:33][CH:32]=4)=[CH:29][CH:30]=3)=[C:20]2[N:19]=[C:18]([O:37][CH:38]2[CH2:43][CH2:42][N:41]([C:44]([O:46][C:47]([CH3:50])([CH3:49])[CH3:48])=[O:45])[CH2:40][CH2:39]2)[C:17]=1[Br:8]. Reported procedure: NBS (246 mg, 1.38 mmoL) was added to a solution of tert-butyl 4-(7-(bis((2-(trimethylsilyl)ethoxy)methyl)amino)-3-(6-phenylpyridin-3-yl)pyrazolo[1,5-a]pyrimidin-5-yloxy)piperidine-1-carboxylate (Int-11b, 1022 mg, 1.38 mmoL) in CH3CN (15 mL). After stirring at room temperature for 30 min, the mixture was concentrated in vacuo. Purification by column chromatography afforded tert-butyl 4-(7-(bis((2-(trimethylsilyl)ethoxy)methyl)amino)-6-bromo-3-(6-phenylpyridin-3-yl)pyrazolo[1,5-a]pyrimidin-5-yloxy... Run at time 30 minute. Solvent: CC#N (CH3CN).